Dataset: the Open Reaction Database (ORD), a public repository of structured organic reaction records. Task: describe an organic reaction: reactants, conditions, products, and yield Starting materials: [Li+].[AlH4-] (Lithium tetrahydridoaluminate), FC1=CC=C(C=C1)N1N=C(C2=C1CCC2)CCCCCC(=O)O (1-(4-Fluorophenyl)-1,4,5,6-tetrahydro-3-cyclopentapyrazole-hexanoic acid). Run in C1CCOC1 (THF). Run at temperature 60 celsius. Product: FC1=CC=C(C=C1)N1N=C(C2=C1CCC2)CCCCCCO (1-(4-Fluorophenyl)-1,4,5,6-tetrahydro-3-cyclopentapyrazole-hexanol). Isolated yield 44.8%. RXN SMILES: [Li+].[AlH4-].[F:3][C:4]1[CH:9]=[CH:8][C:7]([N:10]2[C:14]3[CH2:15][CH2:16][CH2:17][C:13]=3[C:12]([CH2:18][CH2:19][CH2:20][CH2:21][CH2:22][C:23](O)=[O:24])=[N:11]2)=[CH:6][CH:5]=1>C1COCC1>[F:3][C:4]1[CH:5]=[CH:6][C:7]([N:10]2[C:14]3[CH2:15][CH2:16][CH2:17][C:13]=3[C:12]([CH2:18][CH2:19][CH2:20][CH2:21][CH2:22][CH2:23][OH:24])=[N:11]2)=[CH:8][CH:9]=1 |f:0.1|. Procedure details: Lithium tetrahydridoaluminate (0.345 g, 9.1 mmol) in THF (75 ml) was treated with the compound of Example 31 (1.0 g, 3.1 mmol) and the mixture was heated at 60° C. for 2 hours. Excess reagent was quenched, the mixture filtered and the combined filtrate and ethyl acetate washes were evaporated to a colorless oil (0.76 g). Polar impurities were removed on silica gel (40 g) with 1:1 ethyl acetate-Skelly B eluent to provide title compound (0.42 g) as an oil. The reactants are O1C(C1)COC1CC2=CC=CC=C2C1 (2-(oxiran-2-ylmethoxy)indane), CC1=C(C(=CC=C1)C)NC(CN1CCNCC1)=O (N-(2,6-dimethylphenyl)-2-piperazinylacetamide). Solvent: C(C)O (ethanol). Reaction conditions: time 24 hour. Yields the product CC1=C(C(=CC=C1)C)NC(CN1CCN(CC1)CC(COC1CC2=CC=CC=C2C1)O)=O (N-(2,6-dimethylphenyl)-2-[4-(2-hydroxy-3-indan-2-yloxypropyl)piperazinyl]acetamide). Reaction SMILES: [O:1]1[CH2:3][CH:2]1[CH2:4][O:5][CH:6]1[CH2:14][C:13]2[C:8](=[CH:9][CH:10]=[CH:11][CH:12]=2)[CH2:7]1.[CH3:15][C:16]1[CH:21]=[CH:20][CH:19]=[C:18]([CH3:22])[C:17]=1[NH:23][C:24](=[O:32])[CH2:25][N:26]1[CH2:31][CH2:30][NH:29][CH2:28][CH2:27]1>C(O)C>[CH3:22][C:18]1[CH:19]=[CH:20][CH:21]=[C:16]([CH3:15])[C:17]=1[NH:23][C:24](=[O:32])[CH2:25][N:26]1[CH2:27][CH2:28][N:29]([CH2:3][CH:2]([OH:1])[CH2:4][O:5][CH:6]2[CH2:14][C:13]3[C:8](=[CH:9][CH:10]=[CH:11][CH:12]=3)[CH2:7]2)[CH2:30][CH2:31]1. Procedure details: To a solution of 6 (0.43 g, 2.3 mmol) in ethanol(4 ml) was added 5 (0.405 g, 1.64 mmol). The solution was heated to reflux and stirred for 24 h. Upon completion the solution was concentrated in vacuo and purified using Prep TLC (10:1, DCM:MeOH) to yield 7. Mass Spectrum (M+1)=438.36. Starting materials: OCCNC1=C(C(=CC(=C1)Cl)NCCO)[N+](=O)[O-] (2-(β-hydroxyethyl)amino-6-(β-hydroxyethyl)amino-4-chloronitrobenzene). Run in C(CN)N (ethylenediamine), ice water. Yields the product OCCNC1=C(C(=CC(=C1)NCCN)NCCO)[N+](=O)[O-] (2-(β-hydroxyethyl)amino-6-(β-hydroxyethyl)amino-4-(β-aminoethyl)aminonitrobenzene). RXN SMILES: [OH:1][CH2:2][CH2:3][NH:4][C:5]1[CH:10]=[C:9](Cl)[CH:8]=[C:7]([NH:12][CH2:13][CH2:14][OH:15])[C:6]=1[N+:16]([O-:18])=[O:17]>C(N)CN>[OH:1][CH2:2][CH2:3][NH:4][C:5]1[CH:10]=[C:9]([NH:4][CH2:5][CH2:6][NH2:16])[CH:8]=[C:7]([NH:12][CH2:13][CH2:14][OH:15])[C:6]=1[N+:16]([O-:18])=[O:17]. Reported procedure: 0.13 mole (36.5 g) of 2-(β-hydroxyethyl)amino-6-(β-hydroxyethyl)amino-4-chloronitrobenzene, whose synthesis was described in stage 1 of example 2, was heated for 2 hours at 130° C. in 150 ml of ethylenediamine, then the reaction medium diluted with 450 ml of ice water to precipitate out the desired product. After filtering and water washing to neutrality, the product obtained was dried under vacuum in the presence of P2O5. It was recrystallized from 96° ethanol and melted at 220° C. The reactants are COc2ccc1ccccc1c2 (substrate), Cc1ccc([Mg]I)cc1 (effective_coupling_partner). The reagents and catalysts are ItBu. Conditions: temperature 60 celsius, time 24 hour. Product: Cc3ccc(c2ccc1ccccc1c2)cc3. Starting materials: BrC=1C=C2CCC(NC2=CC1)=O (6-bromo-3,4-dihydroquinolin-2(1H)-one), BrCC(=O)OC(C)(C)C (tert-butyl 2-bromoacetate), [H-].[Na+] (sodium hydride). Run in CN(C=O)C (N,N-dimethylformamide), CN(C=O)C (N,N-dimethylformamide), CN(C=O)C (N,N-dimethylformamide). Conditions: time 30 minute. Yields the product BrC=1C=C2CCC(N(C2=CC1)CC(=O)OC(C)(C)C)=O (tert-butyl 2-(6-bromo-2-oxo-3,4-dihydroquinolin-1(2H)-yl)acetate). Yield: 72.0%. As a reaction SMILES: [H-].[Na+].[Br:3][C:4]1[CH:5]=[C:6]2[C:11](=[CH:12][CH:13]=1)[NH:10][C:9](=[O:14])[CH2:8][CH2:7]2.Br[CH2:16][C:17]([O:19][C:20]([CH3:23])([CH3:22])[CH3:21])=[O:18]>CN(C)C=O>[Br:3][C:4]1[CH:5]=[C:6]2[C:11](=[CH:12][CH:13]=1)[N:10]([CH2:16][C:17]([O:19][C:20]([CH3:23])([CH3:22])[CH3:21])=[O:18])[C:9](=[O:14])[CH2:8][CH2:7]2 |f:0.1|. Reported procedure: To a mixture of 95% dry sodium hydride (834 mg, 33.0 mmol) in anhydrous N,N-dimethylformamide (30 mL) at room temperature was added a solution of 6-bromo-3,4-dihydroquinolin-2(1H)-one (6.780 g, 30.00 mmol) in anhydrous N,N-dimethylformamide (10 mL). The reaction mixture was stirred for 30 minutes under an atmosphere of dry N2, followed by addition of a solution of tert-butyl 2-bromoacetate (7.5 mL, 49.7 mmol) in N,N-dimethylformamide (10 mL). The reaction mixture was stirred at room temperature ... Starting materials: CC(=O)O, CC(Nc1nc(Nc2cc(C3CC3)[nH]n2)c(F)cc1CN)c1ccc(F)cc1. Product: CC(=O)NCc1cc(F)c(Nc2cc(C3CC3)[nH]n2)nc1NC(C)c1ccc(F)cc1. As a reaction SMILES: [CH3:29][C:30]([OH:31])=[O:32].[NH2:1][CH2:2][c:3]1[c:4]([NH:19][CH:20]([CH3:21])[c:22]2[cH:23][cH:24][c:25]([F:28])[cH:26][cH:27]2)[n:5][c:6]([NH:10][c:11]2[n:12][nH:13][c:14]([CH:16]3[CH2:17][CH2:18]3)[cH:15]2)[c:7]([F:9])[cH:8]1>>[NH:1]([CH2:2][c:3]1[c:4]([NH:19][CH:20]([CH3:21])[c:22]2[cH:23][cH:24][c:25]([F:28])[cH:26][cH:27]2)[n:5][c:6]([NH:10][c:11]2[n:12][nH:13][c:14]([CH:16]3[CH2:17][CH2:18]3)[cH:15]2)[c:7]([F:9])[cH:8]1)[C:30]([CH3:29])=[O:31]. RXN SMILES: [C:1]([S:4][CH:5]1[CH2:10][CH2:9][N:8](C(C2C=CC=CC=2)(C2C=CC=CC=2)C2C=CC=CC=2)[CH2:7]/[C:6]/1=[CH:30]\[C:31]1[N:35]([CH2:36][CH2:37][C:38]([O:40][CH3:41])=[O:39])[N:34]=[N:33][CH:32]=1)(=[O:3])[CH3:2].[F:42][C:43]([F:48])([F:47])[C:44]([OH:46])=[O:45]>ClCCl>[F:42][C:43]([F:48])([F:47])[C:44]([OH:46])=[O:45].[C:1]([S:4][CH:5]1[CH2:10][CH2:9][NH:8][CH2:7]/[C:6]/1=[CH:30]\[C:31]1[N:35]([CH2:36][CH2:37][C:38]([O:40][CH3:41])=[O:39])[N:34]=[N:33][CH:32]=1)(=[O:3])[CH3:2] |f:3.4|. Conditions: temperature 0 celsius. Yield: 61.0%. Reactants: C(C)(=O)SC1/C(/CN(CC1)C(C1=CC=CC=C1)(C1=CC=CC=C1)C1=CC=CC=C1)=C/C1=CN=NN1CCC(=O)OC ((E)-4-(acetylsulfanyl)-3-({1-[2-(methoxycarbonyl)ethyl]-1H-1,2,3-triazol-5-yl}methylidene)-1-(triphenylmethyl)piperidine), FC(C(=O)O)(F)F (trifluoroacetic acid). Procedure: To a solution of (E)-4-(acetylsulfanyl)-3-({1-[2-(methoxycarbonyl)ethyl]-1H-1,2,3-triazol-5-yl}methylidene)-1-(triphenylmethyl)piperidine (4.27 g) in dichloromethane (100 ml) was added trifluoroacetic acid (1.2 ml) with stirring at 0° C. The resulting mixture was stirred at 0° C. for 15 minutes and the solvent was evaporated under reduced pressure, and the residue was purified by silica gel chromatography using dichloromethane and methanol (10:1) as the eluent to afford the title compound (2.0 m... Solvent: ClCCl (dichloromethane). The product is FC(C(=O)O)(F)F.C(C)(=O)SC1/C(/CNCC1)=C/C1=CN=NN1CCC(=O)OC ((E)-4-(Acetylsulfanyl)-3-({1-[2-(methoxycarbonyl)ethyl]-1H-1,2,3-triazol-5-yl}methylidene)piperidine hydrogen trifluoroacetate). Reactants: C[Si](C)(C)CCOCn1ncnc1-c1cccc(Br)c1, CCO, Cl. The product is Brc1cccc(-c2ncn[nH]2)c1. As a reaction SMILES: [Br:1][c:2]1[cH:3][c:4](-[c:8]2[n:9][cH:10][n:11][n:12]2[CH2:13][O:14][CH2:15][CH2:16][Si:17]([CH3:18])([CH3:19])[CH3:20])[cH:5][cH:6][cH:7]1.[CH3:22][CH2:23][OH:24].[ClH:21]>>[Br:1][c:2]1[cH:3][c:4](-[c:8]2[n:9][cH:10][n:11][nH:12]2)[cH:5][cH:6][cH:7]1. Starting materials: O=C([O-])[O-], CNCCn1nc(-c2cc(C)cs2)ccc1=O, Fc1ccnc(Cl)c1, [K+], [K+], CN(C)C=O. The product is Cc1csc(-c2ccc(=O)n(CCN(C)c3ccnc(Cl)c3)n2)c1. Reaction SMILES: [C:26](=[O:27])([O-:28])[O-:29].[CH3:1][NH:2][CH2:3][CH2:4][n:5]1[n:6][c:7](-[c:12]2[s:13][cH:14][c:15]([CH3:17])[cH:16]2)[cH:8][cH:9][c:10]1=[O:11].[Cl:18][c:19]1[n:20][cH:21][cH:22][c:23]([F:25])[cH:24]1.[K+:30].[K+:31].[O:32]=[CH:33][N:34]([CH3:35])[CH3:36]>>[CH3:1][N:2]([CH2:3][CH2:4][n:5]1[n:6][c:7](-[c:12]2[s:13][cH:14][c:15]([CH3:17])[cH:16]2)[cH:8][cH:9][c:10]1=[O:11])[c:23]1[cH:22][cH:21][n:20][c:19]([Cl:18])[cH:24]1.